This data is from the Open Reaction Database (ORD), a public repository of structured organic reaction records. The task is: describe an organic reaction: reactants, conditions, products, and yield The reactants are CC(C)(C)[Si](OCCN1CCCN(c2ccc(N3CC(CNC(=O)c4ccc(Cl)s4)OC3=O)cc2C(F)(F)F)C1=O)(c1ccccc1)c1ccccc1, C1CCOC1, CCCC[N+](CCCC)(CCCC)CCCC, [F-]. The product is O=C(NCC1CN(c2ccc(N3CCCN(CCO)C3=O)c(C(F)(F)F)c2)C(=O)O1)c1ccc(Cl)s1. Reaction SMILES: [C:1]([Si:2]([c:3]1[cH:4][cH:5][cH:42][cH:43][cH:44]1)([O:6][CH2:7][CH2:8][N:9]1[C:10](=[O:41])[N:11]([c:15]2[c:16]([C:37]([F:38])([F:39])[F:40])[cH:17][c:18]([N:21]3[C:22](=[O:36])[O:23][CH:24]([CH2:26][NH:27][C:28](=[O:29])[c:30]4[s:31][c:32]([Cl:35])[cH:33][cH:34]4)[CH2:25]3)[cH:19][cH:20]2)[CH2:12][CH2:13][CH2:14]1)[c:45]1[cH:46][cH:47][cH:48][cH:49][cH:50]1)([CH3:51])([CH3:52])[CH3:53].[CH2:72]1[O:73][CH2:74][CH2:75][CH2:76]1.[CH3:55][CH2:56][CH2:57][CH2:58][N+:59]([CH2:60][CH2:61][CH2:62][CH3:63])([CH2:64][CH2:65][CH2:66][CH3:67])[CH2:68][CH2:69][CH2:70][CH3:71].[F-:54]>>[OH:6][CH2:7][CH2:8][N:9]1[C:10](=[O:41])[N:11]([c:15]2[c:16]([C:37]([F:38])([F:39])[F:40])[cH:17][c:18]([N:21]3[C:22](=[O:36])[O:23][CH:24]([CH2:26][NH:27][C:28](=[O:29])[c:30]4[s:31][c:32]([Cl:35])[cH:33][cH:34]4)[CH2:25]3)[cH:19][cH:20]2)[CH2:12][CH2:13][CH2:14]1. Reactants: P(=O)(Cl)(Cl)Cl (Phosphoryl chloride), CN(C=O)C (N,N-dimethylformamide), C(C1=CC=CC=C1)N(C1=CC(=CC(=C1)Cl)Cl)C (N-benzyl-3,5-dichloro-N-methylaniline), CN(C=O)C (N,N-dimethylformamide), [OH-].[Na+] (sodium hydroxide). Conditions: time 30 minute. The product is C(C1=CC=CC=C1)N(C1=CC(=C(C(=C1)Cl)C=O)Cl)C (N-benzyl-3,5-dichloro-4-formyl-N-methylaniline). RXN SMILES: P(Cl)(Cl)(Cl)=O.[CH2:6]([N:13]([CH3:22])[C:14]1[CH:19]=[C:18]([Cl:20])[CH:17]=[C:16]([Cl:21])[CH:15]=1)[C:7]1[CH:12]=[CH:11][CH:10]=[CH:9][CH:8]=1.[OH-].[Na+].CN(C)[CH:27]=[O:28]>>[CH2:6]([N:13]([CH3:22])[C:14]1[CH:15]=[C:16]([Cl:21])[C:17]([CH:27]=[O:28])=[C:18]([Cl:20])[CH:19]=1)[C:7]1[CH:8]=[CH:9][CH:10]=[CH:11][CH:12]=1 |f:2.3|. Reported procedure: Phosphoryl chloride (12.7 ml) was dropwise added to N,N-dimethylformamide (70 ml), and the mixture was stirred for 30 minutes at ambient temperature. A solution of N-benzyl-3,5-dichloro-N-methylaniline (7.26 g) in N,N-dimethylformamide (30 ml) was dropwise added thereto, and the mixture was stirred for 30 minutes at ambient temperature and then for 30 minutes at 50° C. The reaction mixture was neutralized with 1N aqueous sodium hydroxide solution and extracted with ethyl acetate. The organic sol... Run in CN(C)C=O (DMF). Procedure details: A mixture of trans-2-(3-methoxy-4-propoxy-5-aminophenyl)-5-(3,4,5-trimethoxyphenyl) tetrahydrofuran (20 mg. 0.048 mmol), potassium carbonate (0.4 g), and 2-iodoethanol (82.47 mg, 0.48 mmol) was suspended in 2 mL of DMF. The reaction mixture was stirred at room temperature for 20 hours, quenched with water and extracted with dichloromethane. The organic layer was dried over magnesium sulfate, filtered and evaporated in vacuo to an oil which was purified by column using 3:1 hexane/ethyl acetate as... The product is COC=1C=C(C=C(C1OCCC)NCCO)[C@@H]1O[C@H](CC1)C1=CC(=C(C(=C1)OC)OC)OC (trans-2-(3-Methoxy-4-propoxy-5-hydroxyethylaminophenyl)-5(3,4, 5-trimethoxyphenyl)-tetrahydrofuran). RXN SMILES: [CH3:1][O:2][C:3]1[CH:4]=[C:5]([C@H:14]2[CH2:18][CH2:17][C@H:16]([C:19]3[CH:24]=[C:23]([O:25][CH3:26])[C:22]([O:27][CH3:28])=[C:21]([O:29][CH3:30])[CH:20]=3)[O:15]2)[CH:6]=[C:7]([NH2:13])[C:8]=1[O:9][CH2:10][CH2:11][CH3:12].C(=O)([O-])[O-].[K+].[K+].I[CH2:38][CH2:39][OH:40]>CN(C=O)C>[CH3:1][O:2][C:3]1[CH:4]=[C:5]([C@H:14]2[CH2:18][CH2:17][C@H:16]([C:19]3[CH:20]=[C:21]([O:29][CH3:30])[C:22]([O:27][CH3:28])=[C:23]([O:25][CH3:26])[CH:24]=3)[O:15]2)[CH:6]=[C:7]([NH:13][CH2:38][CH2:39][OH:40])[C:8]=1[O:9][CH2:10][CH2:11][CH3:12] |f:1.2.3|. Starting materials: COC=1C=C(C=C(C1OCCC)N)[C@@H]1O[C@H](CC1)C1=CC(=C(C(=C1)OC)OC)OC (trans-2-(3-methoxy-4-propoxy-5-aminophenyl)-5-(3,4,5-trimethoxyphenyl) tetrahydrofuran), C([O-])([O-])=O.[K+].[K+] (potassium carbonate), ICCO (2-iodoethanol). Conditions: time 20 hour.